This data is from the Open Reaction Database (ORD), a public repository of structured organic reaction records. The task is: describe an organic reaction: reactants, conditions, products, and yield The reactants are example 5 ( 20 ), NCC(C(=O)OCC)C1(OCCO1)C (ethyl 3-amino-2-(2-methyl-[1,3]dioxolan-2-yl)propionate), OC1=C2C(C(=O)OC2=O)=CC=C1 (3-hydroxyphthalic anhydride). The product is OC1=C2C(N(C(C2=CC=C1)=O)CC(C(=O)OCC)C1(OCCO1)C)=O (Ethyl 3-(4-hydroxy-1,3-dioxo-1,3-dihydro-isoindol-2-yl)-2-(2-methyl-[1,3]dioxolan-2-yl)propionate). RXN SMILES: [NH2:1][CH2:2][CH:3]([C:9]1([CH3:14])[O:13][CH2:12][CH2:11][O:10]1)[C:4]([O:6][CH2:7][CH3:8])=[O:5].[OH:15][C:16]1[CH:26]=[CH:25][CH:24]=[C:18]2[C:19]([O:21][C:22](=O)[C:17]=12)=[O:20]>>[OH:15][C:16]1[CH:26]=[CH:25][CH:24]=[C:18]2[C:17]=1[C:22](=[O:21])[N:1]([CH2:2][CH:3]([C:9]1([CH3:14])[O:10][CH2:11][CH2:12][O:13]1)[C:4]([O:6][CH2:7][CH3:8])=[O:5])[C:19]2=[O:20]. Reported procedure: Ethyl 3-(4-hydroxy-1,3-dioxo-1,3-dihydro-isoindol-2-yl)-2-(2-methyl-[1,3]dioxolan-2-yl)propionate was prepared (0.46 g, 67%) in the same manner as described in the above example 5 (20) from ethyl 3-amino-2-(2-methyl-[1,3]dioxolan-2-yl)propionate (0.40 g, 1.96 mmol) and 3-hydroxyphthalic anhydride (0.42 g, 2.16 mmol), and the obtained product was identified with the following NMR data. The reactants are CC(=CCO)CCC=C(CCC(C(C)C)=O)C (3,7,11-trimethyl-2,6-dodecadien-10-on-1-ol), C(C)(=O)OC(C)=O (acetic anhydride), resultant mixture. The product is C(C)(=O)OCC=C(CCC=C(CCC(C(C)C)=O)C)C (1-acetoxy-3,7,11-trimethyl-2,6-dodecadien-10-one). Yield: 94.7%. RXN SMILES: [CH3:1][C:2]([CH2:6][CH2:7][CH:8]=[C:9]([CH3:17])[CH2:10][CH2:11][C:12](=[O:16])[CH:13]([CH3:15])[CH3:14])=[CH:3][CH2:4][OH:5].[C:18](OC(=O)C)(=[O:20])[CH3:19]>>[C:18]([O:5][CH2:4][CH:3]=[C:2]([CH3:1])[CH2:6][CH2:7][CH:8]=[C:9]([CH3:17])[CH2:10][CH2:11][C:12](=[O:16])[CH:13]([CH3:14])[CH3:15])(=[O:20])[CH3:19]. Reported procedure: To a solution of 3,7,11-trimethyl-2,6-dodecadien-10-on-1-ol (47.6 g) in acetic anhydride (61 g), pryidine (16 g) is added, and the resultant mixture is allowed to stand while cooling with ice for 3 hours. The reaction mixture is poured on ice and extracted with ether. The ether extract is washed with aqueous saturated solution of sodium chloride, aqueous solution of sodium hydrogen carbonate and water in order, dried over magnesium sulfate and evaporated to give 1-acetoxy-3,7,11-trimethyl-2,6-do... Reactants: C(C1=CC(OC)=C(O)C(OC)=C1)=O (syringaldehyde), C(C)(=O)NCC(=O)O (N-acetylglycine), C(C)(=O)[O-].[Na+] (sodium acetate), C(C)(=O)OC(C)=O (acetic anhydride). Run at temperature 90 celsius, time 1 hour. The product is C(C)(=O)NC(C(=O)O)=CC1=CC(=C(C(=C1)OC)O)OC (αacetylamino-3,5-dimethoxy-4-hydroxycinnamic acid). Yield: 31.7%. Reaction SMILES: [CH:1](=O)[C:2]1[CH:12]=[C:9]([O:10][CH3:11])[C:7]([OH:8])=[C:4]([O:5][CH3:6])[CH:3]=1.[C:14]([NH:17][CH2:18][C:19]([OH:21])=[O:20])(=[O:16])[CH3:15].C([O-])(=O)C.[Na+].C(OC(=O)C)(=O)C>>[C:14]([NH:17][C:18](=[CH:1][C:2]1[CH:12]=[C:9]([O:10][CH3:11])[C:7]([OH:8])=[C:4]([O:5][CH3:6])[CH:3]=1)[C:19]([OH:21])=[O:20])(=[O:16])[CH3:15] |f:2.3|. Procedure: A 1.8 g (9.88 mmol) of syringaldehyde, 1.4 g (12.0 mmol) of N-acetylglycine, 1 g (12.2 mmol) of sodium acetate and 5 ml of acetic anhydride were stirred at 120° C. for 6 hours. A precipitate was washed with water and ethanol in this order and dried under reduced pressure. To the product was added 80 ml of 0.1N hydrochloric acid, and the mixture was stirred at 90° C. for 1 hour. A crystal formed was washed with water and acetone in this order to give 880 mg (yield 31.7%) of objective αacetylamino... Starting materials: C, CC(C)(C)OC(=O)N1CCC(NC(=O)COCCOCc2ccccc2)C1, CCO, [Pd]. The product is CC(C)(C)OC(=O)N1CCC(NC(=O)COCCO)C1. RXN SMILES: [C:31].[CH2:1]([c:2]1[cH:3][cH:4][cH:5][cH:6][cH:7]1)[O:8][CH2:9][CH2:10][O:11][CH2:12][C:13](=[O:14])[NH:15][CH:16]1[CH2:17][N:18]([C:21](=[O:22])[O:23][C:24]([CH3:25])([CH3:26])[CH3:27])[CH2:19][CH2:20]1.[CH3:28][CH2:29][OH:30].[Pd:32]>>[OH:8][CH2:9][CH2:10][O:11][CH2:12][C:13](=[O:14])[NH:15][CH:16]1[CH2:17][N:18]([C:21](=[O:22])[O:23][C:24]([CH3:25])([CH3:26])[CH3:27])[CH2:19][CH2:20]1. The reactants are BrCCO (2-bromoethanol), N1=CC=CC=C1 (pyridine), 1L, ClC(=O)OC=C (vinyl chloroformate). Solvent: CCOCC (ether). Run at time 27 hour. The product is C(OCCBr)(OC=C)=O (2-Bromoethyl vinyl carbonate). The yield is 78.8%. Reaction SMILES: [Br:1][CH2:2][CH2:3][OH:4].N1C=CC=CC=1.Cl[C:12]([O:14][CH:15]=[CH2:16])=[O:13]>CCOCC>[C:12](=[O:13])([O:14][CH:15]=[CH2:16])[O:4][CH2:3][CH2:2][Br:1]. Procedure: To a 1L 4-neck round bottom flask fitted with a mechanical stirrer, thermometer, condenser, dropping funnel and nitrogen blanket was added 31.2 g (250 mmol) of 2-bromoethanol, 21.4 g (270 mmol) of pyridine and 400 mL of ether. The reaction was cooled with an ice-water bath to less than 10° C. then 28.8 g (270 mmol) of vinyl chloroformate was added so that the temperature remained below 10° C. The reaction was stirred to room temperature for 27 hours. Then the organics were washed twice with 2N H... Starting materials: [Br-], C=C[Mg+], O=CCCc1ccccc1, C1CCOC1. Yields the product C=CC(O)CCc1ccccc1. As a reaction SMILES: [Br-:1].[CH:2](=[CH2:3])[Mg+:4].[CH:5]([CH2:6][CH2:7][c:8]1[cH:9][cH:10][cH:11][cH:12][cH:13]1)=[O:14].[O:15]1[CH2:16][CH2:17][CH2:18][CH2:19]1>>[CH:2](=[CH2:3])[CH:5]([CH2:6][CH2:7][c:8]1[cH:9][cH:10][cH:11][cH:12][cH:13]1)[OH:14]. Starting materials: Cl, CCCC(N)C(=O)OC, CC(NC(=O)Cc1ccccc1)C(=O)O. Product: CCCC(NC(=O)C(C)NC(=O)Cc1ccccc1)C(=O)OC. RXN SMILES: [ClH:16].[NH2:17][CH:18]([C:19](=[O:20])[O:21][CH3:22])[CH2:23][CH2:24][CH3:25].[c:1]1([CH2:7][C:8](=[O:9])[NH:10][CH:11]([CH3:12])[C:13](=[O:14])[OH:15])[cH:2][cH:3][cH:4][cH:5][cH:6]1>>[c:1]1([CH2:7][C:8](=[O:9])[NH:10][CH:11]([CH3:12])[C:13](=[O:15])[NH:17][CH:18]([C:19](=[O:20])[O:21][CH3:22])[CH2:23][CH2:24][CH3:25])[cH:2][cH:3][cH:4][cH:5][cH:6]1.